Dataset: the Open Reaction Database (ORD), a public repository of structured organic reaction records. Task: describe an organic reaction: reactants, conditions, products, and yield The reactants are O1CCN(CC1)CCOC1=CC=C2C(=C(C(C2=C1)=O)Br)C1=CC=CC=C1 (6-(2-morpholinoethoxy)-2-bromo-3-phenyl-1H-inden-1-one), C(=O)([O-])[O-].[Na+].[Na+] (Na2CO3), O1CCOCC1.O (dioxane H2O). Reagents/catalysts: C=1C=CC(=CC1)[P](C=2C=CC=CC2)(C=3C=CC=CC3)[Pd]([P](C=4C=CC=CC4)(C=5C=CC=CC5)C=6C=CC=CC6)([P](C=7C=CC=CC7)(C=8C=CC=CC8)C=9C=CC=CC9)[P](C=1C=CC=CC1)(C=1C=CC=CC1)C=1C=CC=CC1 (Pd(PPh3)4). Run in CCOC(=O)C (EtOAc). The product is O1CCN(CC1)CCOC1=CC=C2C(=C(C(C2=C1)=O)C=1C=NC=CC1)C1=CC=CC=C1 (6-(2-Morpholinoethoxy)-3-phenyl-2-(pyridin-3-yl)-1H-inden-1-one). Yield: 64.0%. As a reaction SMILES: [O:1]1[CH2:6][CH2:5][N:4]([CH2:7][CH2:8][O:9][C:10]2[CH:18]=[C:17]3[C:13]([C:14]([C:21]4[CH:26]=[CH:25][CH:24]=[CH:23][CH:22]=4)=[C:15](Br)[C:16]3=[O:19])=[CH:12][CH:11]=2)[CH2:3][CH2:2]1.C([O-])([O-])=O.[Na+].[Na+].O1[CH2:38][CH2:37]OCC1.O>CCOC(C)=O.C1C=CC([P]([Pd]([P](C2C=CC=CC=2)(C2C=CC=CC=2)C2C=CC=CC=2)([P](C2C=CC=CC=2)(C2C=CC=CC=2)C2C=CC=CC=2)[P](C2C=CC=CC=2)(C2C=CC=CC=2)C2C=CC=CC=2)(C2C=CC=CC=2)C2C=CC=CC=2)=CC=1>[O:1]1[CH2:6][CH2:5][N:4]([CH2:7][CH2:8][O:9][C:10]2[CH:18]=[C:17]3[C:13]([C:14]([C:21]4[CH:26]=[CH:25][CH:24]=[CH:23][CH:22]=4)=[C:15]([C:2]4[CH:3]=[N:4][CH:5]=[CH:37][CH:38]=4)[C:16]3=[O:19])=[CH:12][CH:11]=2)[CH2:3][CH2:2]1 |f:1.2.3,4.5,^1:49,51,70,89|. Procedure details: To a microwave reaction vial, 6-(2-morpholinoethoxy)-2-bromo-3-phenyl-1H-inden-1-one (1.0 g, 2.5 mmol) obtained in Step 6,3-pyridinylboronic acid (470 mg, 3.8 mmol, 1.5 eq), Pd(PPh3)4 (180 mg, 6 mol %), Na2CO3 (800 mg, 3.0 eq), and dioxane/H2O (4:1, 5 mL) were sequentially charged. The reaction vial was placed into a microwave reactor and irradiated at 150° C. for 20 min. After cooling to room temperature, the reaction was diluted with EtOAc and dried over MgSO4. The mixture was filtered through... Starting materials: CI, [H-], [Na+], CN(C)C=O, Oc1ccc(C2(c3ccccc3)CCCCC2)cc1. Yields the product COc1ccc(C2(c3ccccc3)CCCCC2)cc1. RXN SMILES: [CH3:22][I:23].[H-:21].[Na+:20].[O:24]=[CH:25][N:26]([CH3:27])[CH3:28].[c:1]1([C:7]2([c:13]3[cH:14][cH:15][c:16]([OH:19])[cH:17][cH:18]3)[CH2:8][CH2:9][CH2:10][CH2:11][CH2:12]2)[cH:2][cH:3][cH:4][cH:5][cH:6]1>>[c:1]1([C:7]2([c:13]3[cH:14][cH:15][c:16]([O:19][CH3:22])[cH:17][cH:18]3)[CH2:8][CH2:9][CH2:10][CH2:11][CH2:12]2)[cH:2][cH:3][cH:4][cH:5][cH:6]1. Starting materials: O=C([O-])[O-], CN(C)C=O, Cl, [K+], [K+], NS(=O)(=O)N1CCCCC1, ClCc1ccccn1, COC(=O)C1(S(=O)(=O)N2CCC(Oc3ccc(OC(F)(F)F)cc3)CC2)CCN(Cc2ccccn2)CC1. Product: O=S(=O)(NCc1ccccn1)N1CCCCC1. As a reaction SMILES: [C:49](=[O:50])([O-:51])[O-:52].[CH3:64][N:65]([CH3:66])[CH:67]=[O:68].[ClH:55].[K+:53].[K+:54].[N:39]1([S:45](=[O:46])(=[O:47])[NH2:48])[CH2:40][CH2:41][CH2:42][CH2:43][CH2:44]1.[c:56]1([CH2:57][Cl:58])[n:59][cH:60][cH:61][cH:62][cH:63]1.[n:1]1[c:2]([CH2:7][N:8]2[CH2:9][CH2:10][C:11]([S:12]([N:13]3[CH2:14][CH2:15][CH:16]([O:17][c:18]4[cH:19][cH:20][c:21]([O:22][C:23]([F:24])([F:25])[F:26])[cH:27][cH:28]4)[CH2:29][CH2:30]3)(=[O:31])=[O:32])([C:33]([O:34][CH3:35])=[O:36])[CH2:37][CH2:38]2)[cH:3][cH:4][cH:5][cH:6]1>>[n:1]1[c:2]([CH2:7][NH:48][S:45]([N:39]2[CH2:40][CH2:41][CH2:42][CH2:43][CH2:44]2)(=[O:46])=[O:47])[cH:3][cH:4][cH:5][cH:6]1. Reactants: C(C)(=O)O (acetic acid), O1C(CCCC1)ONC(C[C@@]1(CCNCCS1(=O)=O)C=1SC(=CC1)C1=CC=C(C=C1)CC)=O (N-(2-tetrahydropyranyloxy)-2-[(S)-7-[5-(4-ethylphenyl)-2-thienyl]-1,1-dioxoperhydro-1,4-thiazepin-7-yl]acetamide), CC1=CC=CC(=N1)C=O (6-methylpyridine-2-carbaldehyde), C(C)(=O)O[BH-](OC(C)=O)OC(C)=O.[Na+] (sodium triacetoxyborohydride). Solvent: C(C)O (ethanol), CCCCCC.CC(=O)C (acetone hexane). Conditions: time 1 hour. The product is O1C(CCCC1)ONC(C[C@@]1(CCN(CCS1(=O)=O)CC1=NC(=CC=C1)C)C=1SC(=CC1)C1=CC=C(C=C1)CC)=O (N-(2-tetrahydropyranyloxy)-2-[(S)-7-[5-(4-ethylphenyl)-2-thienyl]-1,1-dioxoperhydro-4-[(6-methylpyridin-2-yl)methyl]-1,4-thiazepin-7-yl]acetamide). Yield: 70.8%. RXN SMILES: [O:1]1[CH2:6][CH2:5][CH2:4][CH2:3][CH:2]1[O:7][NH:8][C:9](=[O:33])[CH2:10][C@@:11]1([C:20]2[S:21][C:22]([C:25]3[CH:30]=[CH:29][C:28]([CH2:31][CH3:32])=[CH:27][CH:26]=3)=[CH:23][CH:24]=2)[S:17](=[O:19])(=[O:18])[CH2:16][CH2:15][NH:14][CH2:13][CH2:12]1.[CH3:34][C:35]1[N:40]=[C:39]([CH:41]=O)[CH:38]=[CH:37][CH:36]=1.C(O[BH-](OC(=O)C)OC(=O)C)(=O)C.[Na+].C(O)(=O)C>C(O)C.CCCCCC.CC(C)=O>[O:1]1[CH2:6][CH2:5][CH2:4][CH2:3][CH:2]1[O:7][NH:8][C:9](=[O:33])[CH2:10][C@@:11]1([C:20]2[S:21][C:22]([C:25]3[CH:30]=[CH:29][C:28]([CH2:31][CH3:32])=[CH:27][CH:26]=3)=[CH:23][CH:24]=2)[S:17](=[O:19])(=[O:18])[CH2:16][CH2:15][N:14]([CH2:41][C:39]2[CH:38]=[CH:37][CH:36]=[C:35]([CH3:34])[N:40]=2)[CH2:13][CH2:12]1 |f:2.3,6.7|. Reported procedure: To the solution of N-(2-tetrahydropyranyloxy)-2-[(S)-7-[5-(4-ethylphenyl)-2-thienyl]-1,1-dioxoperhydro-1,4-thiazepin-7-yl]acetamide (100 mg) and 6-methylpyridine-2-carbaldehyde (49.2 mg) in ethanol (5 ml) was added sodium triacetoxyborohydride (81.6 mg) and a drop of acetic acid. The resulting mixture was stirred for 1 hour at room temperature. The solvent was evaporated and the residue was partitioned into ethyl acetate (20 ml)/water (20 ml). The organic layer was washed with brine (20 ml), dri... Reactants: Cl.C(C)(C)N(CCCl)C(C)C (2-(diisoproplyamino)ethyl chloride hydrochloride), ClC1=CC=C(CNC(=O)C=2C=NC3=CC=C(C=C3C2O)C#CCO)C=C1 (N-(4-chlorobenzyl)-4-hydroxy-6-(3-hydroxy-1-propynyl)-3-quinolinecarboxamide), O (water), O (Water), C(=O)([O-])[O-].[K+].[K+] (K2CO3), Cl.C(C)(C)N(CCCl)C(C)C (2-(diisoproplyamino)ethyl chloride hydrochloride), 5. Run in CN(C)C=O (DMF). Reaction conditions: temperature 90 celsius, time 8 hour. The product is ClC1=CC=C(CNC(=O)C2=CN(C3=CC=C(C=C3C2=O)C#CCO)CCN(C(C)C)C(C)C)C=C1 (N-(4-Chlorobenzyl)-1-[2-(diisopropylamino)ethyl]-6-(3-hydroxy-1-propynyl)-4-oxo-1,4-dihydro-3-quinolinecarboxamide). RXN SMILES: [Cl:1][C:2]1[CH:26]=[CH:25][C:5]([CH2:6][NH:7][C:8]([C:10]2[CH:11]=[N:12][C:13]3[C:18]([C:19]=2[OH:20])=[CH:17][C:16]([C:21]#[C:22][CH2:23][OH:24])=[CH:15][CH:14]=3)=[O:9])=[CH:4][CH:3]=1.C([O-])([O-])=O.[K+].[K+].Cl.[CH:34]([N:37]([CH:41]([CH3:43])[CH3:42])[CH2:38][CH2:39]Cl)([CH3:36])[CH3:35].O>CN(C=O)C>[Cl:1][C:2]1[CH:3]=[CH:4][C:5]([CH2:6][NH:7][C:8]([C:10]2[C:19](=[O:20])[C:18]3[C:13](=[CH:14][CH:15]=[C:16]([C:21]#[C:22][CH2:23][OH:24])[CH:17]=3)[N:12]([CH2:39][CH2:38][N:37]([CH:41]([CH3:43])[CH3:42])[CH:34]([CH3:36])[CH3:35])[CH:11]=2)=[O:9])=[CH:25][CH:26]=1 |f:1.2.3,4.5|. Procedure details: A solution of N-(4-chlorobenzyl)-4-hydroxy-6-(3-hydroxy-1-propynyl)-3-quinolinecarboxamide from Preparation No. 5 (0.458 g) is dissolved in DMF (10 mL), and K2CO3 (0.69 g) and 2-(diisoproplyamino)ethyl chloride hydrochloride (0.50 g) are added. The reaction mixture is heated to 90° C. for 2 h, then allowed to stir at room temperature overnight. A drop of water is added and the mixture is heated for 20 h. An additional equivalent of 2-(diisoproplyamino)ethyl chloride hydrochloride (0.25 g, 1.25 m... The reactants are BrC=1C=C(C=2N(C1)C=C(N2)C(=O)OCC)C2=CC=CC=C2 (ethyl 6-bromo-8-phenylimidazo[1,2-a]pyridine-2-carboxylate), C(C)(C)N(C(OC(C)(C)C)=O)C=1SC(=CN1)B1OC(C(O1)(C)C)(C)C (tert-butyl isopropyl(5-(4,4,5,5-tetramethyl-1,3,2-dioxaborolan-2-yl)thiazol-2-yl)carbamate), C(C)(=O)OCC (ethyl acetate), [O-]P(=O)([O-])[O-].[K+].[K+].[K+] (K3PO4). Reagents/catalysts: C=1C=CC(=CC1)[P](C=2C=CC=CC2)(C=3C=CC=CC3)[Pd]([P](C=4C=CC=CC4)(C=5C=CC=CC5)C=6C=CC=CC6)([P](C=7C=CC=CC7)(C=8C=CC=CC8)C=9C=CC=CC9)[P](C=1C=CC=CC1)(C=1C=CC=CC1)C=1C=CC=CC1 (Pd(PPh3)4). Solvent: C1(=CC=CC=C1)C (toluene), C(C)O (ethanol). Run at temperature 80 celsius. Product: C(C)(C)(C)OC(=O)N(C=1SC(=CN1)C=1C=C(C=2N(C1)C=C(N2)C(=O)OCC)C2=CC=CC=C2)C(C)C (ethyl 6-(2-(tert-butoxycarbonyl-(isopropyl)amino)thiazol-5-yl)-8-phenylimidazo[1,2-a]pyridine-2-carboxylate). Isolated yield 51.0%. RXN SMILES: Br[C:2]1[CH:3]=[C:4]([C:16]2[CH:21]=[CH:20][CH:19]=[CH:18][CH:17]=2)[C:5]2[N:6]([CH:8]=[C:9]([C:11]([O:13][CH2:14][CH3:15])=[O:12])[N:10]=2)[CH:7]=1.[CH:22]([N:25]([C:33]1[S:34][C:35](B2OC(C)(C)C(C)(C)O2)=[CH:36][N:37]=1)[C:26](=[O:32])[O:27][C:28]([CH3:31])([CH3:30])[CH3:29])([CH3:24])[CH3:23].[O-]P([O-])([O-])=O.[K+].[K+].[K+].C(OCC)(=O)C>C1(C)C=CC=CC=1.C(O)C.C1C=CC([P]([Pd]([P](C2C=CC=CC=2)(C2C=CC=CC=2)C2C=CC=CC=2)([P](C2C=CC=CC=2)(C2C=CC=CC=2)C2C=CC=CC=2)[P](C2C=CC=CC=2)(C2C=CC=CC=2)C2C=CC=CC=2)(C2C=CC=CC=2)C2C=CC=CC=2)=CC=1>[C:28]([O:27][C:26]([N:25]([CH:22]([CH3:24])[CH3:23])[C:33]1[S:34][C:35]([C:2]2[CH:3]=[C:4]([C:16]3[CH:21]=[CH:20][CH:19]=[CH:18][CH:17]=3)[C:5]3[N:6]([CH:8]=[C:9]([C:11]([O:13][CH2:14][CH3:15])=[O:12])[N:10]=3)[CH:7]=2)=[CH:36][N:37]=1)=[O:32])([CH3:31])([CH3:30])[CH3:29] |f:2.3.4.5,^1:74,76,95,114|. Procedure: A solution of ethyl 6-bromo-8-phenylimidazo[1,2-a]pyridine-2-carboxylate (0.10 g, 0.29 mmol) and tert-butyl isopropyl(5-(4,4,5,5-tetramethyl-1,3,2-dioxaborolan-2-yl)thiazol-2-yl)carbamate (0.128 g, 0.34 mmol) in toluene (3 mL) and ethanol (1 mL) was bubbled nitrogen for 20 mins. The mixture was then treated with Pd(PPh3)4 (30 mg, 0.026 mmol) and K3PO4 (2 M, 1 mL, 2 mmol) and heated at 80° C. overnight. The reaction was cooled, poured into ethyl acetate (200 mL), washed with brine, separated, and... Starting materials: I.COC(CNC(=NC)SC)OC (methyl N-(2,2-dimethoxyethyl)-N'-methylcarbamimidothioate monohydroiodide), FC1=CC=C(C=C1)CN1C(=NC2=C1C=CC=C2)CC2CCN(CC2)CCN (4-[[1-[(4-fluorophenyl)methyl]-1H-benzimidazol-2-yl]methyl]-1-piperidineethanamine). Solvent: CC(C)O (2-propanol). The product is 12.77, I.COC(CNC(=NC)NCCN1CCC(CC1)CC1=NC2=C(N1CC1=CC=C(C=C1)F)C=CC=C2)OC (N-(2,2-dimethoxyethyl)-N'-[2-[4-[[1-[(4-fluorophenyl)methyl]-1H-benzimidazol-2-yl]methyl]-1-piperidinyl]ethyl]N"-methylguanidine monohydroiodide). Isolated yield 99.0%. RXN SMILES: [IH:1].[CH3:2][O:3][CH:4]([O:12][CH3:13])[CH2:5][NH:6][C:7](SC)=[N:8][CH3:9].[F:14][C:15]1[CH:20]=[CH:19][C:18]([CH2:21][N:22]2[C:26]3[CH:27]=[CH:28][CH:29]=[CH:30][C:25]=3[N:24]=[C:23]2[CH2:31][CH:32]2[CH2:37][CH2:36][N:35]([CH2:38][CH2:39][NH2:40])[CH2:34][CH2:33]2)=[CH:17][CH:16]=1>CC(O)C>[IH:1].[CH3:2][O:3][CH:4]([O:12][CH3:13])[CH2:5][NH:6][C:7]([NH:40][CH2:39][CH2:38][N:35]1[CH2:36][CH2:37][CH:32]([CH2:31][C:23]2[N:22]([CH2:21][C:18]3[CH:17]=[CH:16][C:15]([F:14])=[CH:20][CH:19]=3)[C:26]3[CH:27]=[CH:28][CH:29]=[CH:30][C:25]=3[N:24]=2)[CH2:33][CH2:34]1)=[N:8][CH3:9] |f:0.1,4.5|. Procedure: A mixture of 6.4 parts of methyl N-(2,2-dimethoxyethyl)-N'-methylcarbamimidothioate monohydroiodide, 7.3 parts of 4-[[1-[(4-fluorophenyl)methyl]-1H-benzimidazol-2-yl]methyl]-1-piperidineethanamine and 80 parts of 2-propanol was stirred and refluxed overnight. The reaction mixture was evaporated, yielding 12.77 parts (99%) of N-(2,2-dimethoxyethyl)-N'-[2-[4-[[1-[(4-fluorophenyl)methyl]-1H-benzimidazol-2-yl]methyl]-1-piperidinyl]ethyl]N"-methylguanidine monohydroiodide (450). The reactants are C(CCCCCCCCCC)C=1C=NC(=NC1)C1=CC=C(C=C1)O (4-(5-undecyl-pyrimidin-2-yl)phenol), C(C)C1CC(CC1)C(=O)O (3-ethyl-cyclopentanecarboxylic acid), C1(CCCCC1)N=C=NC1CCCCC1 (dicyclohexylcarbodiimide). Run in ClCCl (dichloromethane). Yields the product C(C)C1CC(CC1)C(=O)OC1=CC=C(C=C1)C1=NC=C(C=N1)CCCCCCCCCCC (4-(5-Undecyl-pyrimidin-2-yl)phenyl 3-ethyl-cyclopentanecarboxylate). As a reaction SMILES: [CH2:1]([C:12]1[CH:13]=[N:14][C:15]([C:18]2[CH:23]=[CH:22][C:21]([OH:24])=[CH:20][CH:19]=2)=[N:16][CH:17]=1)[CH2:2][CH2:3][CH2:4][CH2:5][CH2:6][CH2:7][CH2:8][CH2:9][CH2:10][CH3:11].[CH2:25]([CH:27]1[CH2:31][CH2:30][CH:29]([C:32](O)=[O:33])[CH2:28]1)[CH3:26].C1(N=C=NC2CCCCC2)CCCCC1>ClCCl>[CH2:25]([CH:27]1[CH2:31][CH2:30][CH:29]([C:32]([O:24][C:21]2[CH:20]=[CH:19][C:18]([C:15]3[N:16]=[CH:17][C:12]([CH2:1][CH2:2][CH2:3][CH2:4][CH2:5][CH2:6][CH2:7][CH2:8][CH2:9][CH2:10][CH3:11])=[CH:13][N:14]=3)=[CH:23][CH:22]=2)=[O:33])[CH2:28]1)[CH3:26]. Reported procedure: 4.9 g of 4-(5-undecyl-pyrimidin-2-yl)phenol, 1.5 g of 3-ethyl-cyclopentanecarboxylic acid and 2.1 g of dicyclohexylcarbodiimide are stirred for 24 h in 50 ml of dichloromethane at room temperature. Filtration, removal of the dichloromethane by distillation, purification by chromatography (silica gel; dichloromethane/heptane) and recrystallization from acetonitrile affords the target compound as colorless crystals. Reactants: CS(=O)(=O)O, O=c1cnn(-c2cc(Cl)c(C(O)c3ccc(Cl)cc3)c(Cl)c2)c(=O)[nH]1, S=c1[nH]nc(-c2ccccc2)o1. The product is O=c1cnn(-c2cc(Cl)c(C(Sc3nnc(-c4ccccc4)o3)c3ccc(Cl)cc3)c(Cl)c2)c(=O)[nH]1. As a reaction SMILES: [CH3:38][S:39](=[O:40])(=[O:41])[OH:42].[Cl:1][c:2]1[cH:3][c:4](-[n:18]2[n:19][cH:20][c:21](=[O:25])[nH:22][c:23]2=[O:24])[cH:5][c:6]([Cl:17])[c:7]1[CH:8]([OH:9])[c:10]1[cH:11][cH:12][c:13]([Cl:16])[cH:14][cH:15]1.[c:26]1(-[c:32]2[n:33][nH:34][c:35](=[S:37])[o:36]2)[cH:27][cH:28][cH:29][cH:30][cH:31]1>>[Cl:1][c:2]1[cH:3][c:4](-[n:18]2[n:19][cH:20][c:21](=[O:25])[nH:22][c:23]2=[O:24])[cH:5][c:6]([Cl:17])[c:7]1[CH:8]([c:10]1[cH:11][cH:12][c:13]([Cl:16])[cH:14][cH:15]1)[S:37][c:35]1[n:34][n:33][c:32](-[c:26]2[cH:27][cH:28][cH:29][cH:30][cH:31]2)[o:36]1. The reactants are [H-].C(C(C)C)[Al+]CC(C)C (Diisobutylaluminum hydride), COC(C1=CC(=CC=C1)OC1=C(N(C2=CC(=CC=C12)Cl)CC1=CC=CC=C1)C)=O (3-(1-Benzyl-6-chloro-2-methyl-1H-indol-3-yloxy)-benzoic acid methyl ester), [H-].C(C(C)C)[Al+]CC(C)C (diisobutylaluminum hydride). The solvent is C1CCOC1 (THF). Conditions: temperature 0 celsius, time 20 minute. Yields the product C(C1=CC=CC=C1)N1C(=C(C2=CC=C(C=C12)Cl)OC=1C=C(C=CC1)CO)C ([3-(1-Benzyl-6-chloro-2-methyl-1H-indol-3-yloxy)-phenyl]-methanol). Reaction SMILES: C[O:2][C:3](=O)[C:4]1[CH:9]=[CH:8][CH:7]=[C:6]([O:10][C:11]2[C:19]3[C:14](=[CH:15][C:16]([Cl:20])=[CH:17][CH:18]=3)[N:13]([CH2:21][C:22]3[CH:27]=[CH:26][CH:25]=[CH:24][CH:23]=3)[C:12]=2[CH3:28])[CH:5]=1.[H-].C([Al+]CC(C)C)C(C)C>C1COCC1>[CH2:21]([N:13]1[C:14]2[C:19](=[CH:18][CH:17]=[C:16]([Cl:20])[CH:15]=2)[C:11]([O:10][C:6]2[CH:5]=[C:4]([CH2:3][OH:2])[CH:9]=[CH:8][CH:7]=2)=[C:12]1[CH3:28])[C:22]1[CH:27]=[CH:26][CH:25]=[CH:24][CH:23]=1 |f:1.2|. Reported procedure: 3-(1-Benzyl-6-chloro-2-methyl-1H-indol-3-yloxy)-benzoic acid methyl ester (0.100 g, 0.25 mmol) was dissolved in THF (3 mL) and the solution was cooled to 0° C. Diisobutylaluminum hydride (0.750 mL, 1.0M in hexanes, 0.75 mmol) was added dropwise and the reaction was stirred for 20 minutes then an additional amount of diisobutylaluminum hydride (0.100 mL, 1.0M in hexanes, 0.10 mmol) was added. The reaction was allowed to stir for 20 minutes then quenched with aq. HCl (2 mL, 1M). The reaction was s...